From a dataset of the Open Reaction Database (ORD), a public repository of structured organic reaction records. describe an organic reaction: reactants, conditions, products, and yield Reactants: C(C)OC=1C=C(C=C(C1)CO)O (3-ethoxy-5-hydroxymethyl-phenol), C([O-])([O-])=O.[Cs+].[Cs+] (cesium carbonate), [I-].[K+] (potassium iodide), BrCC(CO)(C)C (3-bromo-2,2-dimethyl-propan-1-ol). The solvent is O (water), CN(C)C=O (DMF). Run at temperature 100 celsius, time 24 hour. Product: C(C)OC=1C=C(OCC(CO)(C)C)C=C(C1)CO (3-(3-Ethoxy-5-hydroxymethyl-phenoxy)-2,2-dimethyl-propan-1-ol). As a reaction SMILES: [CH2:1]([O:3][C:4]1[CH:5]=[C:6]([OH:12])[CH:7]=[C:8]([CH2:10][OH:11])[CH:9]=1)[CH3:2].C(=O)([O-])[O-].[Cs+].[Cs+].[I-].[K+].Br[CH2:22][C:23]([CH3:27])([CH3:26])[CH2:24][OH:25]>CN(C=O)C.O>[CH2:1]([O:3][C:4]1[CH:5]=[C:6]([CH:7]=[C:8]([CH2:10][OH:11])[CH:9]=1)[O:12][CH2:22][C:23]([CH3:27])([CH3:26])[CH2:24][OH:25])[CH3:2] |f:1.2.3,4.5|. Procedure details: To a solution of 3-ethoxy-5-hydroxymethyl-phenol (0.3 g, 1.78 mmol, 1.0 equiv) in DMF (2 mL) was added cesium carbonate (2.32 g, 7.14 mmol, 4.0 equiv), potassium iodide (0.59 g, 3.57 mmol, 2.0 equiv) and 3-bromo-2,2-dimethyl-propan-1-ol (0.66 mL, 0.89 g, 5.35 mmol, 3.0 equiv) and the reaction mixture stirred under Ar at 100° C. for 24 h. The reaction mixture was filtered, the solid material washed with DMF and the organic filtrate evaporated to dryness under reduced pressure. The crude reaction ... Starting materials: C(C)(=O)OCCCC1C(=C(CCC1)CCCCOC1OCCCC1)C (3-[4-[(tetrahydro-2H-pyran-2yl)oxy]butyl]-2-methyl-2-cyclohexene-1-propanol acetate), C1(=CC=C(C=C1)S(=O)(=O)[O-])C.[NH+]1=CC=CC=C1 (pyridinium p-toluenesulfonate), O (water). The solvent is C(C)O (ethanol). Conditions: temperature 50 celsius. Yields the product C(C)(=O)OCCC[C@@H]1C(=C(CCC1)CCCCO)C ((R)-3-[3-(acetyloxy)propyl]-2-methyl-1-cyclohexene-1-butanol). Isolated yield 78.0%. RXN SMILES: [C:1]([O:4][CH2:5][CH2:6][CH2:7][CH:8]1[CH2:13][CH2:12][CH2:11][C:10]([CH2:14][CH2:15][CH2:16][CH2:17][O:18]C2CCCCO2)=[C:9]1[CH3:25])(=[O:3])[CH3:2].C1(C)C=CC(S([O-])(=O)=O)=CC=1.[NH+]1C=CC=CC=1.O>C(O)C>[C:1]([O:4][CH2:5][CH2:6][CH2:7][C@H:8]1[CH2:13][CH2:12][CH2:11][C:10]([CH2:14][CH2:15][CH2:16][CH2:17][OH:18])=[C:9]1[CH3:25])(=[O:3])[CH3:2] |f:1.2|. Reported procedure: To a solution of 7.3 g (20.7 mmole) of [R-(R*,S*)]-3-[4-[(tetrahydro-2H-pyran-2yl)oxy]butyl]-2-methyl-2-cyclohexene-1-propanol acetate in 68 ml of absolute ethanol was added 530 mg (2.1 mmole) of pyridinium p-toluenesulfonate and the homogeneous solution heated at 50° C. for 4 hours. The cooled reaction mixture was poured into 280 ml of water and extracted with 3×350 ml of ether. The combined organic extracts were washed with NaHCO3, brine, dried over MgSO4, filtered and concentrated. The crude ... Starting materials: [N+](=O)([O-])C1=CC=C(C=C1)S(=O)(=O)Cl (4-nitrobenzenesulfonyl chloride), COCCN (2-methoxyethylamine). The solvent is C(Cl)Cl (DCM). Reaction conditions: time 2 hour. Product: COCCNS(=O)(=O)C1=CC=C(C=C1)[N+](=O)[O-] (1-N-(2-methoxyethyl)-4-nitrobenzenesulfonamide). Isolated yield 91.8%. Reaction SMILES: [N+:1]([C:4]1[CH:9]=[CH:8][C:7]([S:10](Cl)(=[O:12])=[O:11])=[CH:6][CH:5]=1)([O-:3])=[O:2].[CH3:14][O:15][CH2:16][CH2:17][NH2:18]>C(Cl)Cl>[CH3:14][O:15][CH2:16][CH2:17][NH:18][S:10]([C:7]1[CH:8]=[CH:9][C:4]([N+:1]([O-:3])=[O:2])=[CH:5][CH:6]=1)(=[O:12])=[O:11]. Procedure: A solution of 4-nitrobenzenesulfonyl chloride (Fluka, 1.00 g; 4.51 mmol) in DCM (30 mL) was treated with 2-methoxyethylamine (Fluka, 1.9 ml; 22.6 mmol). After 2 hours, the organic solvents were evaporated in vacuo, the residue was taken up in EtOAc and extracted with a saturated NH4Cl solution. The combined organic layers were dried over MgSO4 and evaporated to dryness to give the title compound as a pale yellow solid (1.077 g, 92%). The yield is 76.6%. Solvent: CC(=O)N(C)C (DMA). Product: C(C)(=O)N1CCN(CC1)CCOC1=CC=C(C=C1)C1CCN(CC1)C=1C=CC=2N(N1)C(=NN2)C(F)(F)F (6-[4-[4-[2-(4-acetylpiperazin-1-yl)ethoxy]phenyl]piperidin-1-yl]-3-(trifluoromethyl)[1,2,4]triazolo[4,3-b]pyridazine). The reactants are [OH-].[Na+] (NaOH), CCN(C(C)C)C(C)C (DIPEA), CS(=O)(=O)OCCOC1=CC=C(C=C1)C1CCN(CC1)C=1C=CC=2N(N1)C(=NN2)C(F)(F)F (2-(4-{1-[3-(trifluoromethyl)[1,2,4]triazolo[4,3-b]pyridazin-6-yl]piperidin-4-yl}phenoxy)ethyl methanesulfonate), C(C)(=O)N1CCNCC1 (N-acetylpiperazine). Procedure details: DIPEA (107 mL, 613.00 mmol) was added to 2-(4-{1-[3-(trifluoromethyl)[1,2,4]triazolo[4,3-b]pyridazin-6-yl]piperidin-4-yl}phenoxy)ethyl methanesulfonate (99 g, 204.33 mmol) and N-acetylpiperazine (28.8 g, 224.77 mmol) in DMA (500 mL). The resulting solution was stirred at 110° C. for 1 hour. The reaction mixture was cooled to room temperature and the solvents were evaporated. The residue was dissolved in ethyl acetate (1 L) and the solution was washed with water (1 L). The aqueous was re-extracte... Conditions: temperature 110 celsius, time 1 hour. Reaction SMILES: CCN(C(C)C)C(C)C.CS(O[CH2:15][CH2:16][O:17][C:18]1[CH:23]=[CH:22][C:21]([CH:24]2[CH2:29][CH2:28][N:27]([C:30]3[CH:31]=[CH:32][C:33]4[N:34]([C:36]([C:39]([F:42])([F:41])[F:40])=[N:37][N:38]=4)[N:35]=3)[CH2:26][CH2:25]2)=[CH:20][CH:19]=1)(=O)=O.[C:43]([N:46]1[CH2:51][CH2:50][NH:49][CH2:48][CH2:47]1)(=[O:45])[CH3:44].[OH-].[Na+]>CC(N(C)C)=O>[C:43]([N:46]1[CH2:51][CH2:50][N:49]([CH2:15][CH2:16][O:17][C:18]2[CH:23]=[CH:22][C:21]([CH:24]3[CH2:25][CH2:26][N:27]([C:30]4[CH:31]=[CH:32][C:33]5[N:34]([C:36]([C:39]([F:41])([F:40])[F:42])=[N:37][N:38]=5)[N:35]=4)[CH2:28][CH2:29]3)=[CH:20][CH:19]=2)[CH2:48][CH2:47]1)(=[O:45])[CH3:44] |f:3.4|. Reactants: ClC=1C=C(C=C(C1O)F)B(O)O (3-Chloro-5-fluoro-4-hydroxyphenyl-boronic acid), BrC=1C=C(C(=C(C1)F)OC)F (5-Bromo-1,3-difluoro-2-methoxy-benzene). The product is FC=1C=C(C=C(C1OC)F)B(O)O (3,5-Difluoro-4-methoxy-phenyl-boronic acid). As a reaction SMILES: ClC1C=C([B:10]([OH:12])[OH:11])C=C(F)C=1O.Br[C:14]1[CH:15]=[C:16]([F:23])[C:17]([O:21][CH3:22])=[C:18]([F:20])[CH:19]=1>>[F:20][C:18]1[CH:19]=[C:14]([B:10]([OH:12])[OH:11])[CH:15]=[C:16]([F:23])[C:17]=1[O:21][CH3:22]. Procedure details: This compound is prepared analogously to Intermediate 8 by replacing 4-Bromo-2-chloro-6-fluoro-phenol with 5-Bromo-1,3-difluoro-2-methoxy-benzene to afford the title compound. The reactants are OC=1C=CC(=C2C=C(N(C12)C)C(=O)OCC)C(F)(F)F (ethyl 7-hydroxy-1-methyl-4-trifluoromethyl-2-indolecarboxylate), C([O-])([O-])=O.[K+].[K+] (potassium carbonate), ClCC#N (chloroacetonitrile). Solvent: CN(C=O)C (dimethylformamide). Run at time 2 hour. Product: C(#N)COC=1C=CC(=C2C=C(N(C12)C)C(=O)OCC)C(F)(F)F (ethyl 7-cyanomethoxy-1-methyl-4-trifluoromethyl-2-indolecarboxylate). The yield is 99.2%. RXN SMILES: [OH:1][C:2]1[CH:3]=[CH:4][C:5]([C:17]([F:20])([F:19])[F:18])=[C:6]2[C:10]=1[N:9]([CH3:11])[C:8]([C:12]([O:14][CH2:15][CH3:16])=[O:13])=[CH:7]2.C(=O)([O-])[O-].[K+].[K+].Cl[CH2:28][C:29]#[N:30]>CN(C)C=O>[C:29]([CH2:28][O:1][C:2]1[CH:3]=[CH:4][C:5]([C:17]([F:20])([F:18])[F:19])=[C:6]2[C:10]=1[N:9]([CH3:11])[C:8]([C:12]([O:14][CH2:15][CH3:16])=[O:13])=[CH:7]2)#[N:30] |f:1.2.3|. Reported procedure: A mixture of 4.00 g (13.9 mmol) of ethyl 7-hydroxy-1-methyl-4-trifluoromethyl-2-indolecarboxylate, 4.23 g (30.6 mmol) of potassium carbonate, 1.26 g (16.7 mmol) of chloroacetonitrile and 60 ml of dimethylformamide was stirred at room temperature for 2 hours. Insoluble matters were filtered off. The filtrate was poured onto ice water followed by extraction with diethyl ether. The extract was washed with water and then dried over anhydrous magnesium sulfate. The solvent was distilled off under red... Reactants: BrCc1ccccc1, CCOC(C)=O, [H-], [Na+], CN(C)C=O, COC(=O)C1(O)CCN(C(=O)OC(C)(C)C)CC1. Product: COC(=O)C1(OCc2ccccc2)CCN(C(=O)OC(C)(C)C)CC1. Reaction SMILES: [Br:21][CH2:22][c:23]1[cH:24][cH:25][cH:26][cH:27][cH:28]1.[CH3:29][CH2:30][O:31][C:32](=[O:33])[CH3:34].[H-:19].[Na+:20].[O:35]=[CH:36][N:37]([CH3:38])[CH3:39].[OH:1][C:2]1([C:15](=[O:16])[O:17][CH3:18])[CH2:3][CH2:4][N:5]([C:8](=[O:9])[O:10][C:11]([CH3:12])([CH3:13])[CH3:14])[CH2:6][CH2:7]1>>[O:1]([C:2]1([C:15](=[O:16])[O:17][CH3:18])[CH2:3][CH2:4][N:5]([C:8](=[O:9])[O:10][C:11]([CH3:12])([CH3:13])[CH3:14])[CH2:6][CH2:7]1)[CH2:22][c:23]1[cH:24][cH:25][cH:26][cH:27][cH:28]1. The reactants are CC(C)(C)OC(=O)N1CCCCC1CCOc1ccc(-c2nc3cc(C(N)=O)ccc3[nH]2)cc1, ClCCl, O=C(O)C(F)(F)F. Yields the product NC(=O)c1ccc2[nH]c(-c3ccc(OCCC4CCCCN4)cc3)nc2c1. Reaction SMILES: [C:1]([O:2][C:3](=[O:4])[N:8]1[CH:9]([CH2:14][CH2:15][O:16][c:17]2[cH:18][cH:19][c:20](-[c:23]3[n:24][c:25]4[c:26]([nH:27]3)[cH:28][cH:29][c:30]([C:32]([NH2:33])=[O:34])[cH:31]4)[cH:21][cH:22]2)[CH2:10][CH2:11][CH2:12][CH2:13]1)([CH3:5])([CH3:6])[CH3:7].[Cl:42][CH2:43][Cl:44].[F:35][C:36]([F:37])([F:38])[C:39]([OH:40])=[O:41]>>[NH:8]1[CH:9]([CH2:14][CH2:15][O:16][c:17]2[cH:18][cH:19][c:20](-[c:23]3[n:24][c:25]4[c:26]([nH:27]3)[cH:28][cH:29][c:30]([C:32]([NH2:33])=[O:34])[cH:31]4)[cH:21][cH:22]2)[CH2:10][CH2:11][CH2:12][CH2:13]1. The reactants are CCOC(=O)Cc1c[nH]c2ccc(OCc3ccccc3)cc12, CCO, [H][H]. Product: CCOC(=O)Cc1c[nH]c2ccc(O)cc12. Reaction SMILES: [CH2:1]([CH3:2])[O:3][C:4]([CH2:5][c:6]1[cH:7][nH:8][c:9]2[cH:10][cH:11][c:12]([O:15][CH2:16][c:17]3[cH:18][cH:19][cH:20][cH:21][cH:22]3)[cH:13][c:14]12)=[O:23].[CH3:26][CH2:27][OH:28].[H:24][H:25]>>[CH2:1]([CH3:2])[O:3][C:4]([CH2:5][c:6]1[cH:7][nH:8][c:9]2[cH:10][cH:11][c:12]([OH:15])[cH:13][c:14]12)=[O:23]. Yields the product ClC1=CC=C(OC2=CC=C(OC3CCNCC3)C=C2)C=C1 (4-[4-(4-Chloro-phenoxy)-phenoxy]-piperidine). Procedure: To a solution of t-butyl-4-hydroxy-1-piperidinecarboxylate (0.40 g, 1.99 mmol) in anhydrous THF (8 mL) was added 4-(4-chloro-phenoxy)-phenol (0.58 g, 2.61 mmol) and triphenylphosphine (0.63 g, 2.40 mmol). The resulting mixture was cooled to 0° C. Diisopropylazodicarboxylate (0.47 mL, 2.43 mmol) was added portionwise over a ten minute period. The reaction mixture was warmed to ambient temperature for an hour and then heated to 47° C. for 64 h. The solvent was removed in vacuo. The crude residue w... Yield: 153.8%. RXN SMILES: C(OC([N:8]1[CH2:13][CH2:12][CH:11]([OH:14])[CH2:10][CH2:9]1)=O)(C)(C)C.[Cl:15][C:16]1[CH:29]=[CH:28][C:19]([O:20][C:21]2[CH:26]=[CH:25][C:24](O)=[CH:23][CH:22]=2)=[CH:18][CH:17]=1.C1(P(C2C=CC=CC=2)C2C=CC=CC=2)C=CC=CC=1.CC(OC(/N=N/C(OC(C)C)=O)=O)C>C1COCC1>[Cl:15][C:16]1[CH:29]=[CH:28][C:19]([O:20][C:21]2[CH:26]=[CH:25][C:24]([O:14][CH:11]3[CH2:10][CH2:9][NH:8][CH2:13][CH2:12]3)=[CH:23][CH:22]=2)=[CH:18][CH:17]=1. Solvent: C1CCOC1 (THF). Reaction conditions: temperature 0 celsius. The reactants are C(C)(C)(C)OC(=O)N1CCC(CC1)O (t-butyl-4-hydroxy-1-piperidinecarboxylate), ClC1=CC=C(OC2=CC=C(C=C2)O)C=C1 (4-(4-chloro-phenoxy)-phenol), C1(=CC=CC=C1)P(C1=CC=CC=C1)C1=CC=CC=C1 (triphenylphosphine), CC(C)OC(=O)/N=N/C(=O)OC(C)C (Diisopropylazodicarboxylate).